From a dataset of the Open Reaction Database (ORD), a public repository of structured organic reaction records. describe an organic reaction: reactants, conditions, products, and yield Starting materials: [BH4-], C1CCOC1, COC(=O)c1cc([N+](=O)[O-])nn1C, [Li+]. Product: Cn1nc([N+](=O)[O-])cc1CO. Reaction SMILES: [BH4-:14].[CH2:16]1[O:17][CH2:18][CH2:19][CH2:20]1.[CH3:1][n:2]1[n:3][c:4]([N+:11](=[O:12])[O-:13])[cH:5][c:6]1[C:7](=[O:8])[O:9][CH3:10].[Li+:15]>>[CH3:1][n:2]1[n:3][c:4]([N+:11](=[O:12])[O-:13])[cH:5][c:6]1[CH2:7][OH:8].